This data is from the Open Reaction Database (ORD), a public repository of structured organic reaction records. The task is: describe an organic reaction: reactants, conditions, products, and yield Starting materials: FC(=O)N(C)SN(C)C(=O)ON=C(C)SC (methyl N-[[N-[(fluorocarbonyl-N-methylamino)thio]-N-methylaminocarbonyloxy]]ethanimidothioate), [Cl-].C(CCCCCCC)(=O)C(C(CCCCCCC)=O)(C(CCCCCCC)=O)[NH3+] (tricaprylylmethyl ammonium chloride), C(C=1C(O)=CC=CC1)(=O)OCCCC (n-butyl salicylate), [OH-].[Na+] (sodium hydroxide). Solvent: C(Cl)Cl (methylene chloride), C(Cl)Cl (methylene chloride), O (water). Conditions: time 1 hour. The product is C(CCC)OC(C1=C(C=CC=C1)OC(=O)N(SN(C(=O)ON=C(C)SC)C)C)=O (2-[N-methyl-N-[N-methyl-N-[(1-methylthioethylidene)aminooxycarbonyl]aminothio]aminocarbonyloxy]benzoic acid butyl ester). RXN SMILES: [C:1]([O:10][CH2:11][CH2:12][CH2:13][CH3:14])(=[O:9])[C:2]1[C:3](=[CH:5][CH:6]=[CH:7][CH:8]=1)[OH:4].[OH-].[Na+].[Cl-].C(C([NH3+])(C(=O)CCCCCCC)C(=O)CCCCCCC)(=O)CCCCCCC.F[C:48]([N:50]([S:52][N:53]([C:55]([O:57][N:58]=[C:59]([S:61][CH3:62])[CH3:60])=[O:56])[CH3:54])[CH3:51])=[O:49]>O.C(Cl)Cl>[CH2:11]([O:10][C:1](=[O:9])[C:2]1[CH:8]=[CH:7][CH:6]=[CH:5][C:3]=1[O:4][C:48]([N:50]([CH3:51])[S:52][N:53]([CH3:54])[C:55]([O:57][N:58]=[C:59]([S:61][CH3:62])[CH3:60])=[O:56])=[O:49])[CH2:12][CH2:13][CH3:14] |f:1.2,3.4|. Procedure details: A 5.8 g portion of n-butyl salicylate was added to a solution of 1.2 g of sodium hydroxide in 75 ml of water, producing a thick suspension. To the above suspension was added 100 ml of methylene chloride and 0.3 g of tricaprylylmethyl ammonium chloride. The reaction mixture was stirred vigorously while a solution of 8.1 g of methyl N-[[N-[(fluorocarbonyl-N-methylamino)thio]-N-methylaminocarbonyloxy]]ethanimidothioate in 50 ml methylene chloride was added dropwise. When addition was complete, stir... Reactants: Cl (hydrochloric acid), CSC(C(=O)O)(C)C=1SC=CC1 (α-methylthio-α-(2-thienyl)propionic acid). Reagents/catalysts: [Zn] (Zinc). Run in O (water). Run at time 40 minute. Product: S1C(=CC=C1)C(C(=O)O)C (α-(2-thienyl)propionic acid). The yield is 58.5%. RXN SMILES: Cl.CS[C:4]([C:9]1[S:10][CH:11]=[CH:12][CH:13]=1)([CH3:8])[C:5]([OH:7])=[O:6]>[Zn].O>[S:10]1[CH:11]=[CH:12][CH:13]=[C:9]1[CH:4]([CH3:8])[C:5]([OH:7])=[O:6]. Procedure details: Zinc powder (150 mg), 2 ml of conc. hydrochloric acid and 1 ml of water were added to 542 mg of α-methylthio-α-(2-thienyl)propionic acid, and the mixture was stirred at the refluxing temperature for 40 minutes. After cooling, it was extracted three times with 10 ml of diethyl ether. The organic layer was washed twice with 10 ml of water, and dried over anhydrous sodium sulfate. The solvent was evaporated under reduced pressure, and the residue was subjected to short-path distillation (bath tempe... The reactants are C(=C)C1(CCOCC1)O (4-vinyltetrahydro-2H-pyran-4-ol), [H-].[Na+] (sodium hydride), [NH4+].[Cl-] (NH4Cl), S(=O)(=O)(OC)OC (dimethyl sulfate). The solvent is O1CCCC1 (tetrahydrofuran). Product: COC1(CCOCC1)C=C (4-methoxy-4-vinyltetrahydro-2H-pyran). As a reaction SMILES: [CH:1]([C:3]1([OH:9])[CH2:8][CH2:7][O:6][CH2:5][CH2:4]1)=[CH2:2].[H-].[Na+].S(OC)(O[CH3:16])(=O)=O.[NH4+].[Cl-]>O1CCCC1>[CH3:16][O:9][C:3]1([CH:1]=[CH2:2])[CH2:8][CH2:7][O:6][CH2:5][CH2:4]1 |f:1.2,4.5|. Reported procedure: To a solution of EXAMPLE 234A (9.4 g) in tetrahydrofuran (150 mL) was added 60% sodium hydride (5.28 g) at 0° C. portionwise. After the addition was complete, the solution was heated under reflux for three hours. After cooling, to this suspension was added dimethyl sulfate (8.41 mL) slowly. The solution was heated under reflux overnight, cooled to room temperature, and hydrolyzed with cool saturated aqueous NH4Cl. After extraction with diethyl ether several times, the combined organic layers wer... Reactants: c1ccc(CSc2nc[nH]n2)cc1, CC(=O)O, O, OO. Yields the product O=S(=O)(Cc1ccccc1)c1nc[nH]n1. Reaction SMILES: [CH2:1]([c:2]1[cH:3][cH:4][cH:5][cH:6][cH:7]1)[S:8][c:9]1[n:10][nH:11][cH:12][n:13]1.[CH3:17][C:18]([OH:19])=[O:20].[OH2:16].[OH:14][OH:15]>>[CH2:1]([c:2]1[cH:3][cH:4][cH:5][cH:6][cH:7]1)[S:8]([c:9]1[n:10][nH:11][cH:12][n:13]1)(=[O:16])=[O:19]. The reactants are B(O)(O)O (boric acid), reaction mixture, N[C@@H](CCC(N)=O)C(=O)O (glutamine), C(C)N (ethylamine). Conditions: time 22 hour. Product: N[C@@H](CCC(=O)NCC)C(=O)O (theanine). RXN SMILES: B(O)(O)O.[NH2:5][C@H:6]([C:12]([OH:14])=[O:13])[CH2:7][CH2:8][C:9](=[O:11])[NH2:10].[CH2:15](N)[CH3:16]>>[NH2:5][C@H:6]([C:12]([OH:14])=[O:13])[CH2:7][CH2:8][C:9]([NH:10][CH2:15][CH3:16])=[O:11]. Reported procedure: Glutaminase in an amount of 0.3 U per 1 ml of the buffer was added to boric acid buffer (disodium borate-sodium hydroxide, pH 11) containing 0.3 M glutamine and 1.5 M ethylamine, and the mixture was incubated at 30° C. for 22 hours to react the components. Two-hundred and twenty-five millimoles of theanine was isolated from 1 L of the reaction mixture. Incidentally, a by-product, glutamic acid, was 20 mmol. Theanine was isolated and purified from the reaction mixture by applying the reaction mix... Reaction SMILES: [I-].[CH3:2][S+](C)(C)=O.[H-].[Na+].[F:9][C:10]1[CH:15]=[CH:14][CH:13]=[CH:12][C:11]=1[N:16]1[C:20]([CH2:21][CH2:22][CH2:23][CH2:24][O:25][CH3:26])=[C:19]([C:27]([N:29]([CH2:45][CH:46]([CH3:48])[CH3:47])[C@H:30]2[CH2:35][C@@H:34]([CH:36]=[O:37])[CH2:33][N:32]([C:38]([O:40][C:41]([CH3:44])([CH3:43])[CH3:42])=[O:39])[CH2:31]2)=[O:28])[N:18]=[N:17]1>CS(C)=O.C(=O)([O-])O.[Na+]>[F:9][C:10]1[CH:15]=[CH:14][CH:13]=[CH:12][C:11]=1[N:16]1[C:20]([CH2:21][CH2:22][CH2:23][CH2:24][O:25][CH3:26])=[C:19]([C:27]([N:29]([CH2:45][CH:46]([CH3:48])[CH3:47])[C@H:30]2[CH2:35][C@@H:34]([CH:36]3[CH2:2][O:37]3)[CH2:33][N:32]([C:38]([O:40][C:41]([CH3:42])([CH3:43])[CH3:44])=[O:39])[CH2:31]2)=[O:28])[N:18]=[N:17]1 |f:0.1,2.3,6.7|. The product is FC1=C(C=CC=C1)N1N=NC(=C1CCCCOC)C(=O)N([C@@H]1CN(C[C@@H](C1)C1OC1)C(=O)OC(C)(C)C)CC(C)C (tert-butyl(3S,5R)-3-[{[1-(2-fluorophenyl)-5-(4-methoxybutyl)-1H-1,2,3-triazol-4-yl]carbonyl}(2-methylpropyl)amino]-5-(oxirane-2-yl)piperidine-1-carboxylate). The yield is 55.3%. Solvent: CS(=O)C (DMSO), CS(=O)C (DMSO), C(O)([O-])=O.[Na+] (sodium hydrogen carbonate). Conditions: time 1 hour. Reported procedure: Trimethylsulfoxonium iodide (390 mg) was dissolved in DMSO (5 ml), sodium hydride (50% in oil, 85 mg) was added, and the mixture was stirred at room temperature for 1 hr. A solution (10 ml) of tert-butyl(3S,5R)-3-[{[1-(2-fluorophenyl)-5-(4-methoxybutyl)-1H-1,2,3-triazol-4-yl]carbonyl}(2-methylpropyl)amino]-5-formylpiperidine-1-carboxylate (656 mg) in DMSO was added to the reaction mixture, and the mixture was further stirred at room temperature for 1 hr. The reaction mixture was diluted with sat... The reactants are FC1=C(C=CC=C1)N1N=NC(=C1CCCCOC)C(=O)N([C@@H]1CN(C[C@@H](C1)C=O)C(=O)OC(C)(C)C)CC(C)C (tert-butyl(3S,5R)-3-[{[1-(2-fluorophenyl)-5-(4-methoxybutyl)-1H-1,2,3-triazol-4-yl]carbonyl}(2-methylpropyl)amino]-5-formylpiperidine-1-carboxylate), [H-].[Na+] (sodium hydride), [I-].C[S+](=O)(C)C (Trimethylsulfoxonium iodide).